This data is from the Open Reaction Database (ORD), a public repository of structured organic reaction records. The task is: describe an organic reaction: reactants, conditions, products, and yield Reactants: CN(C)CCNc1nc2cc3c(cc2[n+]([O-])n1)CCO3, ClCCl, ClC(Cl)Cl, O=C(O)C(F)(F)F, O=C(OC(=O)C(F)(F)F)C(F)(F)F, N, OO. Product: CN(C)CCNc1n[n+]([O-])c2cc3c(cc2[n+]1[O-])OCC3. As a reaction SMILES: [CH3:16][N:17]([CH2:18][CH2:19][NH:20][c:21]1[n:22][n+:23]([O-:34])[c:24]2[c:25]([n:26]1)[cH:27][c:28]1[c:29]([cH:30]2)[CH2:31][CH2:32][O:33]1)[CH3:35].[Cl:44][CH2:45][Cl:46].[Cl:47][CH:48]([Cl:49])[Cl:50].[F:36][C:37]([F:38])([F:39])[C:40]([OH:41])=[O:42].[F:3][C:4]([F:5])([F:7])[C:8](=[O:6])[O:9][C:10](=[O:11])[C:12]([F:13])([F:14])[F:15].[NH3:43].[OH:1][OH:2]>>[O-:6][n+:26]1[c:21]([NH:20][CH2:19][CH2:18][N:17]([CH3:16])[CH3:35])[n:22][n+:23]([O-:34])[c:24]2[c:25]1[cH:27][c:28]1[c:29]([cH:30]2)[CH2:31][CH2:32][O:33]1. RXN SMILES: [OH-].[Na+].C1(C)C=CC=CC=1.Cl[CH2:11][CH:12]([NH:29][C:30](=[O:39])[C:31]1[C:36]([F:37])=[CH:35][CH:34]=[CH:33][C:32]=1[F:38])[C:13]1[CH:18]=[CH:17][C:16]([C:19]2[CH:24]=[CH:23][C:22]([S:25][CH:26]([F:28])[F:27])=[CH:21][CH:20]=2)=[CH:15][CH:14]=1.O>[Br-].C([N+](CCCC)(CCCC)CCCC)CCC.C(OCC)C>[F:27][CH:26]([F:28])[S:25][C:22]1[CH:23]=[CH:24][C:19]([C:16]2[CH:17]=[CH:18][C:13]([CH:12]3[CH2:11][O:39][C:30]([C:31]4[C:36]([F:37])=[CH:35][CH:34]=[CH:33][C:32]=4[F:38])=[N:29]3)=[CH:14][CH:15]=2)=[CH:20][CH:21]=1 |f:0.1,5.6|. Reagents/catalysts: [Br-].C(CCC)[N+](CCCC)(CCCC)CCCC (tetrabutylammonium bromide). The solvent is C(C)OCC (diethyl ether). Procedure details: To a well-stirred mixture of 0.6 g of 25% aqueous NaOH, 70 mg of tetrabutylammonium bromide (TBAB) and 10 mL of toluene was added 1.0 g of (+/-)-N-[2-chloro -1-[4'-[(difluoromethyl)thio][1,1'-biphenyl]-4-yl]ethyl]-2,6-difluorobenzamide as a solid. After 45 min, 2 mL of water was added along with 10 mL of diethyl ether. The organic phase was washed with water, dried (MgSO4), filtered, and concentrated to dryness. The residue was triturated with hexanes, filtered, and suction-dried to afford 0.70 ... The yield is 76.1%. Conditions: time 45 minute. Starting materials: O (water), [OH-].[Na+] (NaOH), C1(=CC=CC=C1)C (toluene), ClCC(C1=CC=C(C=C1)C1=CC=C(C=C1)SC(F)F)NC(C1=C(C=CC=C1F)F)=O ((+/-)-N-[2-chloro -1-[4'-[(difluoromethyl)thio][1,1'-biphenyl]-4-yl]ethyl]-2,6-difluorobenzamide). Yields the product FC(SC1=CC=C(C=C1)C1=CC=C(C=C1)C1N=C(OC1)C1=C(C=CC=C1F)F)F (4-[4'-[(difluoromethyl)thio][1,1'-biphenyl]-4-yl]-2-(2,6-difluorophenyl)-4,5-dihydrooxazole). Starting materials: O=C1CCCC(O1)CCCC1(OC(C(O1)C)C)C ((±)-2-[3-(6-oxo-2-tetrahydropyranyl)propyl] -2,4,5-trimethyl-1,3-dioxolane), CO (methanol), O1CCCC1 (tetrahydrofuran), [Cl-].[NH4+] (ammonium chloride), solution, C(=C)[Mg]Cl (vinyl magnesium chloride), O1CCCC1 (tetrahydrofuran). Run in CCOCC (ether). Run at time 35 minute. Yields the product OC(CCCC(C=C)=O)CCC(CC)C1(OC(C(O1)C)C)C (2-(7-hydroxy-3-oxo-dodec-1-en-10-yl)-2,4,5-trimethyl-1,3-dioxolane). As a reaction SMILES: [O:1]=[C:2]1[O:7][CH:6]([CH2:8][CH2:9][CH2:10][C:11]2([CH3:18])[O:15][CH:14]([CH3:16])[CH:13]([CH3:17])[O:12]2)[CH2:5][CH2:4][CH2:3]1.[CH:19]([Mg]Cl)=[CH2:20].CO.[Cl-].[NH4+].O1CC[CH2:29][CH2:28]1>CCOCC>[OH:7][CH:6]([CH2:8][CH2:9][CH:10]([C:11]1([CH3:18])[O:15][CH:14]([CH3:16])[CH:13]([CH3:17])[O:12]1)[CH2:19][CH3:20])[CH2:5][CH2:4][CH2:3][C:2](=[O:1])[CH:28]=[CH2:29] |f:3.4|. Reported procedure: A solution containing (±)-2-[3-(6-oxo-2-tetrahydropyranyl)propyl] -2,4,5-trimethyl-1,3-dioxolane (40 g.) in 200 ml. of tetrahydrofuran was cooled to -45° under nitrogen. A 2.12 molar solution of vinyl magnesium chloride in tetrahydrofuran was added dropwise at -45° to -50° over 10 minutes, stirring being continued at -55° to -60° for an additional 35 minutes. Then 10 ml. of methanol was added dropwise and the reaction mixture was poured onto a slurry of ice, ammonium chloride and ether. The ethe...